From a dataset of the Open Reaction Database (ORD), a public repository of structured organic reaction records. describe an organic reaction: reactants, conditions, products, and yield Starting materials: BrC1=CC=CC(=N1)C1=CN=C2N1C=CN=C2Cl (3-(6-bromo-pyridin-2-yl)-8-chloro-imidazo[1,2-a]pyrazine), CN1CCNCC1 (1-methylpiperazine), C(C)(C)N(CC)C(C)C (diisopropylethylamine). The solvent is CC(C)O (2-propanol). The product is BrC1=CC=CC(=N1)C1=CN=C2N1C=CN=C2N2CCN(CC2)C (3-(6-bromo-pyridin-2-yl)-8-(4-methyl-piperazin-1-yl)-imidazo[1,2-a]pyrazine). Reaction SMILES: [Br:1][C:2]1[N:7]=[C:6]([C:8]2[N:12]3[CH:13]=[CH:14][N:15]=[C:16](Cl)[C:11]3=[N:10][CH:9]=2)[CH:5]=[CH:4][CH:3]=1.[CH3:18][N:19]1[CH2:24][CH2:23][NH:22][CH2:21][CH2:20]1.C(N(C(C)C)CC)(C)C>CC(O)C>[Br:1][C:2]1[N:7]=[C:6]([C:8]2[N:12]3[CH:13]=[CH:14][N:15]=[C:16]([N:22]4[CH2:23][CH2:24][N:19]([CH3:18])[CH2:20][CH2:21]4)[C:11]3=[N:10][CH:9]=2)[CH:5]=[CH:4][CH:3]=1. Reported procedure: A mixture of 3-(6-bromo-pyridin-2-yl)-8-chloro-imidazo[1,2-a]pyrazine (from Example 38 supra) (1.44 g, 4.65 mmol), 1-methylpiperazine (2.1 g, 21 mmol), and diisopropylethylamine (2.7 g, 21 mmol) in 2-propanol (300 mL) was stirred and heated at reflux overnight. The solution was then cooled to room temperature, concentrated under reduced pressure. The resulted solid was washed with water, partitioned between CH2Cl2 and brine. The organic layer was dried over Na2SO4 and filtered. The filtrate was ... Starting materials: CO, O=C(O)c1cnn(-c2ccccc2[N+](=O)[O-])c1O. The product is Nc1ccccc1-n1ncc(C(=O)O)c1O. RXN SMILES: [CH3:19][OH:20].[OH:1][c:2]1[c:3]([C:16](=[O:17])[OH:18])[cH:4][n:5][n:6]1-[c:7]1[c:8]([N+:13]([O-:14])=[O:15])[cH:9][cH:10][cH:11][cH:12]1>>[OH:1][c:2]1[c:3]([C:16](=[O:17])[OH:18])[cH:4][n:5][n:6]1-[c:7]1[c:8]([NH2:13])[cH:9][cH:10][cH:11][cH:12]1. The product is FC(C=1C=C(C=C(C1)C(F)(F)F)C(C(=O)N(C)C=1C=NC(=CC1C1=C(C=C(C=C1)F)Cl)N1C[C@H]2COCCN2C[C@H]1CO)(C)C)(F)F (2-[3,5-bis(trifluoromethyl)phenyl]-N-{4-(2-chloro-4-fluorophenyl)-6-[(7S,9aS)-7-(hydroxymethyl)hexahydropyrazino[2,1-c][1,4]oxazin-8(1H)-yl]-3-pyridinyl}-N,2-dimethylpropanamide). The solvent is CO (MeOH). As a reaction SMILES: [F:1][C:2]([F:54])([F:53])[C:3]1[CH:4]=[C:5]([C:13]([CH3:52])([CH3:51])[C:14]([N:16]([C:18]2[CH:19]=[N:20][C:21]([N:32]3[C@H:41]([CH2:42][O:43][Si](C(C)(C)C)(C)C)[CH2:40][N:39]4[C@H:34]([CH2:35][O:36][CH2:37][CH2:38]4)[CH2:33]3)=[CH:22][C:23]=2[C:24]2[CH:29]=[CH:28][C:27]([F:30])=[CH:26][C:25]=2[Cl:31])[CH3:17])=[O:15])[CH:6]=[C:7]([C:9]([F:12])([F:11])[F:10])[CH:8]=1.Cl>CO>[F:54][C:2]([F:1])([F:53])[C:3]1[CH:4]=[C:5]([C:13]([CH3:52])([CH3:51])[C:14]([N:16]([C:18]2[CH:19]=[N:20][C:21]([N:32]3[C@H:41]([CH2:42][OH:43])[CH2:40][N:39]4[C@H:34]([CH2:35][O:36][CH2:37][CH2:38]4)[CH2:33]3)=[CH:22][C:23]=2[C:24]2[CH:29]=[CH:28][C:27]([F:30])=[CH:26][C:25]=2[Cl:31])[CH3:17])=[O:15])[CH:6]=[C:7]([C:9]([F:12])([F:11])[F:10])[CH:8]=1. Reaction conditions: temperature 0 celsius, time 1 hour. Procedure: 2-[3,5-bis(trifluoromethyl)phenyl]-N-{4-(2-chloro-4-fluorophenyl)-6-[(7S,9aS)-7-({[(1,1-dimethylethyl)(dimethyl)silyl]oxy}methyl)hexahydropyrazino[2,1-c][1,4]oxazin-8(1H)-yl]-3-pyridinyl}-N,2-dimethylpropanamide (D58, 22 mg, 0.027 mmol) was dissolved in dry MeOH (2 mL), cooled in an ice-salt bath to ˜0° C. before adding c.HCl solution (˜0.1 mL), slowly. The reaction mixture was stirred at ˜0° C. for 1 hour before warming up and stirring at R.T. for 2 hours. Placed directly onto a 2 g SCX column,... Starting materials: FC(C=1C=C(C=C(C1)C(F)(F)F)C(C(=O)N(C)C=1C=NC(=CC1C1=C(C=C(C=C1)F)Cl)N1C[C@H]2COCCN2C[C@H]1CO[Si](C)(C)C(C)(C)C)(C)C)(F)F (2-[3,5-bis(trifluoromethyl)phenyl]-N-{4-(2-chloro-4-fluorophenyl)-6-[(7S,9aS)-7-({[(1,1-dimethylethyl)(dimethyl)silyl]oxy}methyl)hexahydropyrazino[2,1-c][1,4]oxazin-8(1H)-yl]-3-pyridinyl}-N,2-dimethylpropanamide), Cl (HCl). Starting materials: C(C)(=O)OCC (ethyl acetate), FC(OC1=CC=C(C=C1)N1CCNCC1)(F)F (1-(4-trifluoromethoxyphenyl)piperazine), ClC(Cl)(OC(OC(Cl)(Cl)Cl)=O)Cl (triphosgene), N1=CC=CC=C1 (pyridine). Solvent: C1(=CC=CC=C1)C (toluene). Conditions: temperature 100 celsius, time 4.5 hour. The product is FC(OC1=CC=C(C=C1)N1CCN(CC1)C(=O)Cl)(F)F (4-(4-trifluoromethoxyphenyl)piperazine-1-carbonylchloride). Yield: 300.8%. Reaction SMILES: [F:1][C:2]([F:17])([F:16])[O:3][C:4]1[CH:9]=[CH:8][C:7]([N:10]2[CH2:15][CH2:14][NH:13][CH2:12][CH2:11]2)=[CH:6][CH:5]=1.[Cl:18][C:19](Cl)([O:21]C(=O)OC(Cl)(Cl)Cl)Cl.N1C=CC=CC=1.C(OCC)(=O)C>C1(C)C=CC=CC=1>[F:17][C:2]([F:1])([F:16])[O:3][C:4]1[CH:9]=[CH:8][C:7]([N:10]2[CH2:11][CH2:12][N:13]([C:19]([Cl:18])=[O:21])[CH2:14][CH2:15]2)=[CH:6][CH:5]=1. Procedure: A mixture of 1-(4-trifluoromethoxyphenyl)piperazine (1.0 g, 4.1 mmol), triphosgene (0.42 g, 1.4 mmol), and pyridine (0.66 ml, 8.2 mmol) in toluene (20 ml) was stirred at 100° C. for 4.5 hours. To which ethyl acetate was added, and the mixture was washed with water, dried over magnesium sulfate. After filtration, the filtrate was concentrated under reduced pressure to afford 4-(4-trifluoromethoxyphenyl)piperazine-1-carbonylchloride (1.3 g, quantitative) as a brown oil. Starting materials: FC=1C=C2C(=CNC2=CC1)CCO (2-(5-Fluoro-1H-indol-3-yl)-ethanol), C1(=CC=CC=C1)P(C1=CC=CC=C1)C1=CC=CC=C1 (Triphenylphosphine), C(Cl)Cl (CH2Cl2), BrC(Br)(Br)Br (tetrabromomethane). Solvent: O (water). Run at time 2.5 hour. Yields the product BrCCC1=CNC2=CC=C(C=C12)F (3-(2-Bromo-ethyl)-5-fluoro-1H-indole). RXN SMILES: [F:1][C:2]1[CH:3]=[C:4]2[C:8](=[CH:9][CH:10]=1)[NH:7][CH:6]=[C:5]2[CH2:11][CH2:12]O.C(Cl)Cl.[Br:17]C(Br)(Br)Br.C1(P(C2C=CC=CC=2)C2C=CC=CC=2)C=CC=CC=1>O>[Br:17][CH2:12][CH2:11][C:5]1[C:4]2[C:8](=[CH:9][CH:10]=[C:2]([F:1])[CH:3]=2)[NH:7][CH:6]=1. Procedure: 2-(5-Fluoro-1H-indol-3-yl)-ethanol (20.0 g, 112 mmol) was dissolved in abs. CH2Cl2 (250 ml), and tetrabromomethane (56.0 g, 170 mmol) was added at RT. Triphenylphosphine (44.0 g, 165 mmol) was then added in portions at RT, while cooling with water. The solution was stirred at RT for 2.5 h and then concentrated i. vac. The residue was absorbed on to silica gel and divided into two equal portions. The crude product was purified by flash chromatography over 2 columns each with 500 g of silica gel a... Reactants: [H-].[Na+] (NaH), FC1=C(C=CC(=C1)F)S (2,4-difluorobenzenethiol), ClC=1C=CC=2N(N1)C=CC(C2C2=C(C=CC=C2F)F)=O (2-chloro-5-(2,6-difluorophenyl)-6H-pyrido[1,2-b]pyridazin-6-one). Solvent: C1CCOC1 (THF), C1CCOC1 (THF). Conditions: time 10 minute. Yields the product FC1=C(C(=CC=C1)F)C=1C(C=CN2N=C(C=CC21)SC2=C(C=C(C=C2)F)F)=O (5-(2,6-difluorophenyl)-2-[(2,4-difluorophenyl)thio]-6H-pyrido[1,2-b]pyridazin-6-one). As a reaction SMILES: [H-].[Na+].[F:3][C:4]1[CH:9]=[C:8]([F:10])[CH:7]=[CH:6][C:5]=1[SH:11].Cl[C:13]1[CH:14]=[CH:15][C:16]2[N:17]([CH:19]=[CH:20][C:21](=[O:31])[C:22]=2[C:23]2[C:28]([F:29])=[CH:27][CH:26]=[CH:25][C:24]=2[F:30])[N:18]=1>C1COCC1>[F:29][C:28]1[CH:27]=[CH:26][CH:25]=[C:24]([F:30])[C:23]=1[C:22]1[C:21](=[O:31])[CH:20]=[CH:19][N:17]2[C:16]=1[CH:15]=[CH:14][C:13]([S:11][C:5]1[CH:6]=[CH:7][C:8]([F:10])=[CH:9][C:4]=1[F:3])=[N:18]2 |f:0.1|. Procedure details: To a solution of NaH (20 mg, 0.83 mmol) and 2,4-difluorobenzenethiol (74 mg, 0.51 mmol), in THF 2 mL was added 2-chloro-5-(2,6-difluorophenyl)-6H-pyrido[1,2-b]pyridazin-6-one (50 mg, 0.17 mmol) as a solution in THF (1 mL). The reaction was complete in 10 min and concentrated in vacuo. The crude residue was purified via silica gel chromatography (EtOAc/CH2Cl2/MeOH) to yield the title compound. RXN SMILES: [Cl:1][C:2]1[S:6][C:5]([C:7]([O:9][CH3:10])=[O:8])=[CH:4][C:3]=1[C:11]1[N:15]([CH2:16][CH3:17])[N:14]=[CH:13][CH:12]=1.C1C(=O)N([Cl:25])C(=O)C1>C1COCC1>[Cl:1][C:2]1[S:6][C:5]([C:7]([O:9][CH3:10])=[O:8])=[CH:4][C:3]=1[C:11]1[N:15]([CH2:16][CH3:17])[N:14]=[CH:13][C:12]=1[Cl:25]. The product is ClC1=C(C=C(S1)C(=O)OC)C1=C(C=NN1CC)Cl (methyl 5-chloro-4-(4-chloro-1-ethyl-1H-pyrazol-5-yl)-2-thiophenecarboxylate). Reactants: ClC1=C(C=C(S1)C(=O)OC)C1=CC=NN1CC (Methyl 5-chloro-4-(1-ethyl-1H-pyrazol-5-yl)-2-thiophenecarboxylate), C1CC(=O)N(C1=O)Cl (NCS). The yield is 73.9%. Procedure: Methyl 5-chloro-4-(1-ethyl-1H-pyrazol-5-yl)-2-thiophenecarboxylate (1.8 g, 6.65 mmol) and NCS (1.3 g, 9.74 mmol) in THF (10 mL) were heated to 70° C. under N2 for 2 h. The reaction solution was concentrated and purified on silica (EtOAc/Hex, 10-30%) to afford the title compound (1.5 g, 74%) as a syrup: LC-MS (ES) m/z 305 (M+H)+. Run in C1CCOC1 (THF). The reactants are OC1=CC=C(C=O)C=C1 (4-hydroxybenzaldehyde), N[C@H](C(C)(C)S)C(=O)O (D-penicillamine). The solvent is CO (methanol), CO (methanol). Run at time 20 hour. Yields the product CC1([C@@H](NC(S1)C1=CC=C(C=C1)O)C(=O)O)C (5,5-Dimethyl-2-(4-hydroxyphenyl)-thiazolidine-4(S)-carboxylic acid). RXN SMILES: [OH:1][C:2]1[CH:9]=[CH:8][C:5]([CH:6]=O)=[CH:4][CH:3]=1.[NH2:10][C@@H:11]([C:16]([OH:18])=[O:17])[C:12]([SH:15])([CH3:14])[CH3:13]>CO>[CH3:13][C:12]1([CH3:14])[S:15][CH:6]([C:5]2[CH:8]=[CH:9][C:2]([OH:1])=[CH:3][CH:4]=2)[NH:10][C@H:11]1[C:16]([OH:18])=[O:17]. Reported procedure: 1.26 g (10 mmoles) of 4-hydroxybenzaldehyde dissolved in 20 ml of 30% aqueous methanol are added to a solution containing 1.49 g (10 mmoles) of D-penicillamine in 30 ml of 30% methanol. After stirring for 20 hours and recrystallization from ethanol containing water, the title acid is obtained in a yield of 2.4 g (94.8%), m.p.: 207°-209° C., [α]D =+91.3° (c=0.2, dimethylformamide). The yield is 42.7%. Product: CN1C=C(C=C(C1=O)NC=1SC=2CN(CCC2N1)C)C1=C(C(=NC=C1)N1N=CC=2C=3CCCCC3SC2C1=O)C=O (4-[1-Methyl-5-({5-methyl-4H,6H,7H-[1,3]thiazolo[5,4-c]pyridin-2-yl}amino)-6-oxopyridin-3-yl]-2-{6-oxo-8-thia-4,5-diazatricyclo[7.4.0.02,7]trideca-1(9),2(7),3-trien-5-yl}pyridine-3-carbaldehyde). Conditions: temperature 100 celsius. Reactants: ClC1=C(C(=NC=C1)N1N=CC=2C=3CCCCC3SC2C1=O)C=O (4-Chloro-2-{6-oxo-8-thia-4,5-diazatricyclo[7.4.0.02,7]trideca-1(9),2(7),3-trien-5-yl}pyridine-3-carbaldehyde), CN1C(C(=CC(=C1)B1OC(C(O1)(C)C)(C)C)NC=1SC=2CN(CCC2N1)C)=O (1-Methyl-3-(5-methyl-4,5,6,7-tetrahydrothiazolo[5,4-c]pyridin-2-ylamino)-5-(4,4,5,5-tetramethyl-1,3,2-dioxaborolan-2-yl)pyridin-2(1H)-one), [O-]P(=O)([O-])[O-].[K+].[K+].[K+] (K3PO4), O.O.O.C(C)(=O)[O-].[Na+] (sodium acetate trihydrate). Solvent: C(C)#N (acetonitrile). As a reaction SMILES: Cl[C:2]1[CH:7]=[CH:6][N:5]=[C:4]([N:8]2[C:20](=[O:21])[C:19]3[S:18][C:17]4[CH2:16][CH2:15][CH2:14][CH2:13][C:12]=4[C:11]=3[CH:10]=[N:9]2)[C:3]=1[CH:22]=[O:23].[CH3:24][N:25]1[CH:30]=[C:29](B2OC(C)(C)C(C)(C)O2)[CH:28]=[C:27]([NH:40][C:41]2[S:42][C:43]3[CH2:44][N:45]([CH3:50])[CH2:46][CH2:47][C:48]=3[N:49]=2)[C:26]1=[O:51].[O-]P([O-])([O-])=O.[K+].[K+].[K+].O.O.O.C([O-])(=O)C.[Na+]>O.C1C=CC(P(C2C=CC=CC=2)[C-]2C=CC=C2)=CC=1.C1C=CC(P(C2C=CC=CC=2)[C-]2C=CC=C2)=CC=1.Cl[Pd]Cl.[Fe+2].C(#N)C>[CH3:24][N:25]1[C:26](=[O:51])[C:27]([NH:40][C:41]2[S:42][C:43]3[CH2:44][N:45]([CH3:50])[CH2:46][CH2:47][C:48]=3[N:49]=2)=[CH:28][C:29]([C:2]2[CH:7]=[CH:6][N:5]=[C:4]([N:8]3[C:20](=[O:21])[C:19]4[S:18][C:17]5[CH2:16][CH2:15][CH2:14][CH2:13][C:12]=5[C:11]=4[CH:10]=[N:9]3)[C:3]=2[CH:22]=[O:23])=[CH:30]1 |f:2.3.4.5,6.7.8.9.10,12.13.14.15|. Procedure details: A round-bottomed flask equipped with a magnetic stirrer and a reflux condenser was charged with 4-chloro-2-{6-oxo-8-thia-4,5-diazatricyclo[7.4.0.02,6]trideca-1(9),2(7),3-trien-5-yl}pyridine-3-carbaldehyde 124a (138 mg, 0.40 mmol), 216a (240 mg, 0.60 mmol), PdCl2(dppf) (20 mg, 0.020 mmol), K3PO4 (180 mg, 0.80 mmol), sodium acetate trihydrate (120 mg, 0.80 mmol), water (6 drops), and acetonitrile (15 mL). After three cycles of vacuum/argon flush, the mixture was heated at 100° C. for 2 h. Then, it... Reagents/catalysts: O (water), C1=CC=C(C=C1)P([C-]2C=CC=C2)C3=CC=CC=C3.C1=CC=C(C=C1)P([C-]2C=CC=C2)C3=CC=CC=C3.Cl[Pd]Cl.[Fe+2] (PdCl2(dppf)).